describe an organic reaction: reactants, conditions, products, and yield From a dataset of the Open Reaction Database (ORD), a public repository of structured organic reaction records. Reactants: C(C1=CC=CC=C1)OC1=C(C=C(C=C1)C=1SC=C(N1)CC)CCC (2-[4-(benzyloxy)-3-propylphenyl]-4-ethyl-1,3-thiazole), C(=O)[O-].[NH4+] (ammonium formate). Reagents/catalysts: [Pd] (palladium on charcoal). The solvent is CCO (EtOH). Run at temperature 40 celsius, time 2 hour. Product: C(C)C=1N=C(SC1)C1=CC(=C(C=C1)O)CCC (4-(4-ethyl-1,3-thiazol-2-yl)-2-propylphenol). As a reaction SMILES: C([O:8][C:9]1[CH:14]=[CH:13][C:12]([C:15]2[S:16][CH:17]=[C:18]([CH2:20][CH3:21])[N:19]=2)=[CH:11][C:10]=1[CH2:22][CH2:23][CH3:24])C1C=CC=CC=1.C([O-])=O.[NH4+]>[Pd].CCO>[CH2:20]([C:18]1[N:19]=[C:15]([C:12]2[CH:13]=[CH:14][C:9]([OH:8])=[C:10]([CH2:22][CH2:23][CH3:24])[CH:11]=2)[S:16][CH:17]=1)[CH3:21] |f:1.2|. Procedure details: Under an atmosphere of argon, palladium on charcoal (0.10 g) was added to a solution of 2-[4-(benzyloxy)-3-propylphenyl]-4-ethyl-1,3-thiazole (0.86 g, 2.53 mmol) (Example 32) and ammonium formate (1.28 g, 20.3 mmol) in EtOH (45 mL). The mixture was stirred at 40° C. for 2 h, and then cooled to rt. The solvent was evaporated and the material was suspended in EtOAc. This suspension was filtered through a small plug of silica gel and then concentrated to give a crude solid. The product was used in ... The reactants are O1C(CCCC1)OC1=CC=C(C=C1)C#CCCCC(=O)[O-] (4-[4-(2-tetrahydropyranyloxy)phenyl]-3-butynylacetate), [H-].[Al+3].[Li+].[H-].[H-].[H-] (lithium aluminium hydride), S(=O)(=O)([O-])[O-].[Na+].[Na+] (sodium sulfate). The solvent is O1CCCC1 (tetrahydrofuran). Yields the product O1C(CCCC1)OC1=C(C=CC=C1)/C=C/CCO (4-[(2-tetrahydropyranyloxy)phenyl]-3(E)-butenylalcohol). Isolated yield 192.9%. RXN SMILES: [O:1]1[CH2:6][CH2:5][CH2:4][CH2:3][CH:2]1[O:7][C:8]1[CH:13]=[CH:12][C:11](C#CCCCC([O-])=O)=[CH:10][CH:9]=1.[H-].[Al+3].[Li+].[H-].[H-].[H-].S([O-])([O-])(=O)=O.[Na+].[Na+]>O1CCCC1>[O:1]1[CH2:6][CH2:5][CH2:4][CH2:3][CH:2]1[O:7][C:8]1[CH:9]=[CH:10][CH:11]=[CH:12][C:13]=1/[CH:5]=[CH:4]/[CH2:3][CH2:2][OH:1] |f:1.2.3.4.5.6,7.8.9|. Reported procedure: To an anhydrous tetrahydrofuran solution containing 2.4 g of 4-[4-(2-tetrahydropyranyloxy)phenyl]-3-butynylacetate was added 1 g of lithium aluminium hydride and the mixture was refluxed for 12 hours. After the reaction was finished, a saturated sodium sulfate aqueous solution was slowly added to the reaction mixture, and the precipitates formed were removed by filtration, then the filtrate was dried with anhydrous sodium sulfate, and concentrated to dryness. The residue thus obtained was purifi... The reactants are C(C1=CC=CC=C1)(C1=CC=CC=C1)=NC(C#N)C(C)C1=CC=NC2=CC=CC=C12 (2-(Benzhydrylideneamino)-3-quinolin-4-yl-butyronitrile). Solvent: O1CCOCC1 (dioxane), Cl (HCl). Conditions: time 8 hour. The product is NC(C#N)C(C)C1=CC=NC2=CC=CC=C12 (2-Amino-3-quinolin-4-yl-butyronitrile). Isolated yield 102.5%. As a reaction SMILES: C(=[N:14][CH:15]([CH:18]([C:20]1[C:29]2[C:24](=[CH:25][CH:26]=[CH:27][CH:28]=2)[N:23]=[CH:22][CH:21]=1)[CH3:19])[C:16]#[N:17])(C1C=CC=CC=1)C1C=CC=CC=1>O1CCOCC1.Cl>[NH2:14][CH:15]([CH:18]([C:20]1[C:29]2[C:24](=[CH:25][CH:26]=[CH:27][CH:28]=2)[N:23]=[CH:22][CH:21]=1)[CH3:19])[C:16]#[N:17]. Procedure details: To 2-(Benzhydrylideneamino)-3-quinolin-4-yl-butyronitrile (3.0 g, 7.3 mmol) in 30 ml dioxane, 1N HCl (30 ml, 29.99 mmol, was added and the reaction mixture stirred at room temperature overnight. The solution was then concentrated under reduced pressure, partitioned between water (10 ml) and EtOAc (10 ml). The organic layer was dried over sodium sulfate, filtered and concentrated to give 1.58 g (88%) of the product which was used as such for the subsequent step. Reactants: OC1=CC=C(NC2=NC=NC(=C2)NC2=CC(=CC=C2)C)C=C1 (4-(4'-hydroxyanilino)-6-(3'-methylanilino)pyrimidine), CN(CCCCl)C (3-dimethylaminopropyl chloride). The product is CN(CCCOC1=CC=C(NC2=NC=NC(=C2)NC2=CC(=CC=C2)C)C=C1)C (4-[4'-(3-dimethylaminopropoxy)anilino]6-(3'-methylanilino)pyrimidine). Yield: 13.0%. Reaction SMILES: [OH:1][C:2]1[CH:22]=[CH:21][C:5]([NH:6][C:7]2[CH:12]=[C:11]([NH:13][C:14]3[CH:19]=[CH:18][CH:17]=[C:16]([CH3:20])[CH:15]=3)[N:10]=[CH:9][N:8]=2)=[CH:4][CH:3]=1.[CH3:23][N:24]([CH3:29])[CH2:25][CH2:26][CH2:27]Cl>>[CH3:23][N:24]([CH3:29])[CH2:25][CH2:26][CH2:27][O:1][C:2]1[CH:22]=[CH:21][C:5]([NH:6][C:7]2[CH:12]=[C:11]([NH:13][C:14]3[CH:19]=[CH:18][CH:17]=[C:16]([CH3:20])[CH:15]=3)[N:10]=[CH:9][N:8]=2)=[CH:4][CH:3]=1. Procedure details: Using an analogous reaction procedure to that described in Example 23, 4-(4'-hydroxyanilino)-6-(3'-methylanilino)pyrimidine (0.6 g) was reacted with 3-dimethylaminopropyl chloride. The product so obtained was chromatographed on silica and precipitated from a mixture of methylene chloride, methanol and hexane to give 4-[4'-(3-dimethylaminopropoxy)anilino]6-(3'-methylanilino)pyrimidine in 13% yield, m.p. 204°-207° C.; Reaction SMILES: [CH:14]1([C:17](=[O:18])[OH:19])[CH2:15][CH2:16]1.[Cl-:13].[ClH:1].[NH2:2][CH2:3][CH2:4][c:5]1[cH:6][c:7]([OH:8])[c:9]([OH:10])[cH:11][cH:12]1.[cH:20]1[cH:21][cH:22][n:23][cH:24][cH:25]1>>[NH:2]([CH2:3][CH2:4][c:5]1[cH:6][c:7]([OH:8])[c:9]([OH:10])[cH:11][cH:12]1)[C:17]([CH:14]1[CH2:15][CH2:16]1)=[O:18]. The reactants are O=C(O)C1CC1, [Cl-], Cl, NCCc1ccc(O)c(O)c1, c1ccncc1. The product is O=C(NCCc1ccc(O)c(O)c1)C1CC1. Reactants: O=C([O-])O, ClC(Cl)Cl, Fc1cccc(C2=NOCCS2)c1, [Na+], O=C(OO)c1cccc(Cl)c1. Product: O=S1CCON=C1c1cccc(F)c1. As a reaction SMILES: [C:25](=[O:26])([OH:27])[O-:28].[CH:30]([Cl:31])([Cl:32])[Cl:33].[F:1][c:2]1[cH:3][c:4]([C:8]2=[N:9][O:10][CH2:11][CH2:12][S:13]2)[cH:5][cH:6][cH:7]1.[Na+:29].[OH:14][O:15][C:16]([c:17]1[cH:18][c:19]([Cl:20])[cH:21][cH:22][cH:23]1)=[O:24]>>[F:1][c:2]1[cH:3][c:4]([C:8]2=[N:9][O:10][CH2:11][CH2:12][S:13]2=[O:14])[cH:5][cH:6][cH:7]1. Starting materials: CC(=O)OC1c2ccccc2Oc2ccccc21, Cc1ccccc1, NC1CCCN(c2ccccc2)C1. Yields the product c1ccc(N2CCCC(NC3c4ccccc4Oc4ccccc43)C2)cc1. RXN SMILES: [C:14]([O:15][CH:18]1[c:19]2[cH:20][cH:21][cH:22][cH:23][c:24]2[O:25][c:26]2[cH:27][cH:28][cH:29][cH:30][c:31]21)(=[O:16])[CH3:17].[CH3:32][c:33]1[cH:34][cH:35][cH:36][cH:37][cH:38]1.[NH2:1][CH:2]1[CH2:3][N:4]([c:8]2[cH:9][cH:10][cH:11][cH:12][cH:13]2)[CH2:5][CH2:6][CH2:7]1>>[NH:1]([CH:2]1[CH2:3][N:4]([c:8]2[cH:9][cH:10][cH:11][cH:12][cH:13]2)[CH2:5][CH2:6][CH2:7]1)[CH:18]1[c:19]2[cH:20][cH:21][cH:22][cH:23][c:24]2[O:25][c:26]2[cH:27][cH:28][cH:29][cH:30][c:31]21. Reactants: C(C)(C)(C)OC(=O)N1[C@@H](CC(C1)=NOC)C(=O)O ((2S,4EZ)-1-(tert-butoxycarbonyl)-4-(methoxyimino)-2-pyrrolidinecarboxylic acid), CC1=C(C=CC=C1)C1=CC=C(C=C1)C(=O)O (2′-methyl[1,1′-biphenyl]-4-carboxylic acid), NCC(O)C=1C=C(C=CC1)O (3-[(1RS)-2-amino-1-hydroxyethyl]phenol). Product: OC(CNC(=O)[C@H]1N(CC(C1)=NOC)C(=O)C1=CC=C(C=C1)C1=C(C=CC=C1)C)C1=CC(=CC=C1)O ((2S,4EZ)-N-[(2RS)-2-hydroxy-2-(3-hydroxyphenyl)ethyl]-4-(methoxy-imino)-1-[(2′-methyl[1,1′-biphenyl]-4-yl)carbonyl]-2-pyrrolidinecarboxamide). As a reaction SMILES: C(O[C:6]([N:8]1[CH2:12][C:11](=[N:13][O:14][CH3:15])[CH2:10][C@H:9]1[C:16]([OH:18])=O)=[O:7])(C)(C)C.[CH3:19][C:20]1[CH:25]=[CH:24][CH:23]=[CH:22][C:21]=1[C:26]1[CH:31]=[CH:30][C:29](C(O)=O)=[CH:28][CH:27]=1.[NH2:35][CH2:36][CH:37]([C:39]1[CH:40]=[C:41]([OH:45])[CH:42]=[CH:43][CH:44]=1)[OH:38]>>[OH:38][CH:37]([C:39]1[CH:44]=[CH:43][CH:42]=[C:41]([OH:45])[CH:40]=1)[CH2:36][NH:35][C:16]([C@@H:9]1[CH2:10][C:11](=[N:13][O:14][CH3:15])[CH2:12][N:8]1[C:6]([C:29]1[CH:28]=[CH:27][C:26]([C:21]2[CH:22]=[CH:23][CH:24]=[CH:25][C:20]=2[CH3:19])=[CH:31][CH:30]=1)=[O:7])=[O:18]. Procedure: Following the general method as outlined in Example 22, starting from (2S,4EZ)-1-(tert-butoxycarbonyl)-4-(methoxyimino)-2-pyrrolidinecarboxylic acid, 2′-methyl[1,1′-biphenyl]-4-carboxylic acid, and 3-[(1RS)-2-amino-1-hydroxyethyl]phenol, the title compound was obtained in 70% purity by HPLC. MS(ESI+): m/z=488. Procedure details: To a mixture of (1) (60 mg, 0.294 mmol), 6-fluoro-2,3,4,9-tetrahydro-1H-carbazole-3-carbaldehyde ((28), 64 mg, 0.294 mmol) in acetic acid (38 mg, 0.588 mmol) and methanol (3 ml) was added NaBH3CN (37 mg, 0.588 mmol) in portions. The resulting mixture was stirred for 40 min. The solvent was removed in vacuo and the residue was dissolved in methylene chloride. The organic solution was washed with 1N NaOH and saturated NaCl before being dried over with Na2SO4. The concentration of organic solution ... The reactants are [BH3-]C#N.[Na+] (NaBH3CN), NC1CC=2C=3C(NCC3C=CC2OC1)=O (8-amino-2,3,8,9-tetrahydropyrano[3,2-e]isoindol-1(7H)-one), FC=1C=C2C=3CC(CCC3NC2=CC1)C=O (6-fluoro-2,3,4,9-tetrahydro-1H-carbazole-3-carbaldehyde), C(C)(=O)O (acetic acid). Run in CO (methanol). Reaction SMILES: [NH2:1][CH:2]1[CH2:14][O:13][C:12]2[CH:11]=[CH:10][C:9]3[CH2:8][NH:7][C:6](=[O:15])[C:5]=3[C:4]=2[CH2:3]1.[F:16][C:17]1[CH:18]=[C:19]2[C:27](=[CH:28][CH:29]=1)[NH:26][C:25]1[CH2:24][CH2:23][CH:22]([CH:30]=O)[CH2:21][C:20]2=1.C(O)(=O)C.[BH3-]C#N.[Na+]>CO>[F:16][C:17]1[CH:18]=[C:19]2[C:27](=[CH:28][CH:29]=1)[NH:26][C:25]1[CH2:24][CH2:23][CH:22]([CH2:30][NH:1][CH:2]3[CH2:14][O:13][C:12]4[CH:11]=[CH:10][C:9]5[CH2:8][NH:7][C:6](=[O:15])[C:5]=5[C:4]=4[CH2:3]3)[CH2:21][C:20]2=1 |f:3.4|. Reaction conditions: time 40 minute. Yields the product FC=1C=C2C=3CC(CCC3NC2=CC1)CNC1CC=2C=3C(NCC3C=CC2OC1)=O (8-{[(6-fluoro-2,3,4,9-tetrahydro-1H-carbazol-3-yl)methyl]amino}-2,3,8,9-tetrahydropyrano[3,2-e]isoindol-1(7H)-one). Reactants: C(C1=CC=CC=C1)N=C=O (benzylisocyanate), NC1=CC2=C(NC([C@@H](N(C2=O)CC(=O)NC(CC(=O)O)C)CC2=CC=C(C=C2)O)=O)C=C1 (3-(R,S)-{2-[7-Amino-3-(S)-(4-hydroxy-benzyl)-2,5-dioxo-1,2,3,5-tetrahydro-benzo[e][1,4]diazepin-4-yl]-acetylamino}-butyric acid). Run in CN(C)C=O (DMF). Reaction conditions: temperature 45 celsius. The product is C(C1=CC=CC=C1)NC(NC1=CC2=C(NC([C@@H](N(C2=O)CC(=O)NC(CC(=O)O)C)CC2=CC=C(C=C2)O)=O)C=C1)=O (3-(R,S)-{2-[7-(3-benzyl-ureido)-3-(S)-(4-hydroxy-benzyl)-2,5-dioxo-1,2,3,5-tetrahydro-benzo[e][1,4]diazepin-4-yl]-acetylamino}-butyric acid). RXN SMILES: [NH2:1][C:2]1[CH:32]=[CH:31][C:5]2[NH:6][C:7](=[O:30])[C@H:8]([CH2:22][C:23]3[CH:28]=[CH:27][C:26]([OH:29])=[CH:25][CH:24]=3)[N:9]([CH2:12][C:13]([NH:15][CH:16]([CH3:21])[CH2:17][C:18]([OH:20])=[O:19])=[O:14])[C:10](=[O:11])[C:4]=2[CH:3]=1.[CH2:33]([N:40]=[C:41]=[O:42])[C:34]1[CH:39]=[CH:38][CH:37]=[CH:36][CH:35]=1>CN(C=O)C>[CH2:33]([NH:40][C:41](=[O:42])[NH:1][C:2]1[CH:32]=[CH:31][C:5]2[NH:6][C:7](=[O:30])[C@H:8]([CH2:22][C:23]3[CH:24]=[CH:25][C:26]([OH:29])=[CH:27][CH:28]=3)[N:9]([CH2:12][C:13]([NH:15][CH:16]([CH3:21])[CH2:17][C:18]([OH:20])=[O:19])=[O:14])[C:10](=[O:11])[C:4]=2[CH:3]=1)[C:34]1[CH:39]=[CH:38][CH:37]=[CH:36][CH:35]=1. Procedure details: To a solution of 3-(R,S)-{2-[7-Amino-3-(S)-(4-hydroxy-benzyl)-2,5-dioxo-1,2,3,5-tetrahydro-benzo[e][1,4]diazepin-4-yl]-acetylamino}-butyric acid (0.2 mmol, 88mg). in DMF (6 ml) was added benzylisocyanate (158 μl 1.2 mmol). The mixture was shaken at 45° C. over night and then was evaporated to dryness. The crude product was purified by RP-HPLC to give 3-(R,S)-{2-[7-(3-benzyl-ureido)-3-(S)-(4-hydroxy-benzyl)-2,5-dioxo-1,2,3,5-tetrahydro-benzo[e][1,4]diazepin-4-yl]-acetylamino}-butyric acid: MS (IS...